This data is from the Open Reaction Database (ORD), a public repository of structured organic reaction records. The task is: describe an organic reaction: reactants, conditions, products, and yield The reactants are ClC1=C(C(=O)N=C=O)C=CC=C1 (2-chlorobenzoyl isocyanate), ClC1=C(C(=O)N=C=O)C=CC=C1 (2-chlorobenzoyl isocyanate), ClC1=C(C(=CC(=C1)N)Cl)O (2,6-dichloro-4-aminophenol). The solvent is C1(=CC=CC=C1)C (toluene), C1(=CC=CC=C1)C (toluene), C1(=CC=CC=C1)C (toluene). Reaction conditions: temperature 100 celsius. Product: ClC=1C=C(C=C(C1O)Cl)NC(=O)NC(C1=C(C=CC=C1)Cl)=O (1-(3,5-dichloro-4-hydroxyphenyl)-3-(2-chlorobenzoyl)urea). Isolated yield 95.3%. RXN SMILES: [Cl:1][C:2]1[CH:7]=[C:6]([NH2:8])[CH:5]=[C:4]([Cl:9])[C:3]=1[OH:10].[Cl:11][C:12]1[CH:22]=[CH:21][CH:20]=[CH:19][C:13]=1[C:14]([N:16]=[C:17]=[O:18])=[O:15]>C1(C)C=CC=CC=1>[Cl:1][C:2]1[CH:7]=[C:6]([NH:8][C:17]([NH:16][C:14](=[O:15])[C:13]2[CH:19]=[CH:20][CH:21]=[CH:22][C:12]=2[Cl:11])=[O:18])[CH:5]=[C:4]([Cl:9])[C:3]=1[OH:10]. Reported procedure: Into a reaction flask containing 6.23 grams (35.0 mmol) of 2,6-dichloro-4-aminophenol in 100 milliliters of toluene (heated to a temperature of 100° C. to dissolve the solid) was added with continuous stirring a solution of 7.63 grams (42.0 mmol) of 2-chlorobenzoyl isocyanate dissolved in 25 milliliters of toluene. The resulting exothermic reaction raised the temperature to boiling with the formation of a solid precipitate. Additional amounts of toluene were added to the reaction flask to facili... Reactants: BrCCBr (1,2-dibromoethane), [OH-].[Na+] (sodium hydroxide), C1(=CC=CC=C1)C (toluene), C(#N)C1=C(C=CC=C1)CC(=O)OC (methyl 2-cyanophenylacetate). Reagents/catalysts: [Br-].C(CCC)[N+](CCCC)(CCCC)CCCC (tetra-n-butylammonium bromide). The solvent is O (Water). Conditions: time 1 hour. Yields the product C(#N)C1=C(C=CC=C1)C1(CC1)C(=O)OC (methyl 1-(2-cyanophenyl)cyclopropanecarboxylate). Isolated yield 65.3%. RXN SMILES: Br[CH2:2][CH2:3]Br.[OH-].[Na+].C1(C)C=CC=CC=1.[C:14]([C:16]1[CH:21]=[CH:20][CH:19]=[CH:18][C:17]=1[CH2:22][C:23]([O:25][CH3:26])=[O:24])#[N:15]>[Br-].C([N+](CCCC)(CCCC)CCCC)CCC.O>[C:14]([C:16]1[CH:21]=[CH:20][CH:19]=[CH:18][C:17]=1[C:22]1([C:23]([O:25][CH3:26])=[O:24])[CH2:3][CH2:2]1)#[N:15] |f:1.2,5.6|. Procedure: 1.5 g of tetra-n-butylammonium bromide, 6.5 g of 1,2-dibromoethane and 20 mL of aqueous 50% sodium hydroxide solution were added to a toluene (40 mL) solution of 4.0 g of methyl 2-cyanophenylacetate, and stirred at room temperature for 1 hour. Water was added to the reaction liquid, and extracted with ethyl acetate. The organic layer was washed with saturated saline water, dried with anhydrous magnesium sulfate, and the solvent was evaporated away under reduced pressure. The crude product was pu... The reactants are C(C)OC1(C(CC1(OCC)OCC)=O)OCC (2,2,3,3-tetraethoxycyclobutanone), Cl (HCl). Product: C(C)OC1=CC(C1=O)=O (1-ethoxycyclobutene-3,4-dione). Yield: 28.9%. RXN SMILES: C([O:3][C:4]1(OCC)[C:7](OCC)([O:8][CH2:9][CH3:10])[CH2:6][C:5]1=[O:14])C.Cl>>[CH2:9]([O:8][C:7]1[C:4](=[O:3])[C:5](=[O:14])[CH:6]=1)[CH3:10]. Procedure details: ##STR7## 45 g of 2,2,3,3-tetraethoxycyclobutanone are stirred vigorously at 50° C in 4 normal aqueous HCl until the starting material is no longer detectable. The reaction solution is then extracted for 20 hours continuously with diethyl ether and the organic extracts are dried over MgSO4 and concentrated. Precipitated crystals of 1-hydroxycyclobutene-3,4-dione are filtered off sharply and the liquid residue is distilled at 110° C/0.1 Torr to yield 6.65 g (=30% of theory) of the desired 1-ethoxy... Reactants: CCCI, ClC(Cl)Cl, CCCN1CCCC(CNC(=O)C2CCCN2C(=O)C2CC(O)CN2C(=O)CC(c2ccccc2)(c2ccccc2)c2ccccc2)C1. Product: [I-], CCC[N+]1(CCC)CCCC(CNC(=O)C2CCCN2C(=O)C2CC(O)CN2C(=O)CC(c2ccccc2)(c2ccccc2)c2ccccc2)C1. Reaction SMILES: [CH2:49]([CH2:50][CH3:51])[I:52].[CH:53]([Cl:54])([Cl:55])[Cl:56].[OH:1][CH:2]1[CH2:3][CH:4]([C:29](=[O:30])[N:31]2[CH:32]([C:36](=[O:37])[NH:38][CH2:39][CH:40]3[CH2:41][N:42]([CH2:46][CH2:47][CH3:48])[CH2:43][CH2:44][CH2:45]3)[CH2:33][CH2:34][CH2:35]2)[N:5]([C:7]([CH2:8][C:9]([c:10]2[cH:11][cH:12][cH:13][cH:14][cH:15]2)([c:16]2[cH:17][cH:18][cH:19][cH:20][cH:21]2)[c:22]2[cH:23][cH:24][cH:25][cH:26][cH:27]2)=[O:28])[CH2:6]1>>[I-:52].[OH:1][CH:2]1[CH2:3][CH:4]([C:29](=[O:30])[N:31]2[CH:32]([C:36](=[O:37])[NH:38][CH2:39][CH:40]3[CH2:41][N+:42]([CH2:46][CH2:47][CH3:48])([CH2:49][CH2:50][CH3:51])[CH2:43][CH2:44][CH2:45]3)[CH2:33][CH2:34][CH2:35]2)[N:5]([C:7]([CH2:8][C:9]([c:10]2[cH:11][cH:12][cH:13][cH:14][cH:15]2)([c:16]2[cH:17][cH:18][cH:19][cH:20][cH:21]2)[c:22]2[cH:23][cH:24][cH:25][cH:26][cH:27]2)=[O:28])[CH2:6]1. Reactants: FC(C(=O)NC=1N=C2N(C=C(C=C2)C(C2=CC=CC=C2)=O)C1C1=CC(=CC=C1)Cl)(F)F (2-trifluoroacetamido-3-(3-chlorophenyl)-6-benzoyl-imidazo[1,2-a]pyridine). Run in CC(OCC)=O (EA). The product is NC=1N=C2N(C=C(C=C2)C(C2=CC=CC=C2)=O)C1C1=CC(=CC=C1)Cl (2-Amino-3-(3-chlorophenyl)-6-benzoyl-imidazo[1,2-a]pyridine). As a reaction SMILES: FC(F)(F)C([NH:5][C:6]1[N:7]=[C:8]2[CH:13]=[CH:12][C:11]([C:14](=[O:21])[C:15]3[CH:20]=[CH:19][CH:18]=[CH:17][CH:16]=3)=[CH:10][N:9]2[C:22]=1[C:23]1[CH:28]=[CH:27][CH:26]=[C:25]([Cl:29])[CH:24]=1)=O>CC(=O)OCC>[NH2:5][C:6]1[N:7]=[C:8]2[CH:13]=[CH:12][C:11]([C:14](=[O:21])[C:15]3[CH:16]=[CH:17][CH:18]=[CH:19][CH:20]=3)=[CH:10][N:9]2[C:22]=1[C:23]1[CH:28]=[CH:27][CH:26]=[C:25]([Cl:29])[CH:24]=1. Procedure: The 2-trifluoroacetamido-3-(3-chlorophenyl)-6-benzoyl-imidazo[1,2-a]pyridine (8.97 g, 20.2 mmol) was converted to product in a manner substantially analogous to Example 67 to yield 6.05 g. (86.1%). EA, MS(FD).